The task is: describe an organic reaction: reactants, conditions, products, and yield. This data is from the Open Reaction Database (ORD), a public repository of structured organic reaction records. The reactants are O (Water), C(C)(C)(C)OC(NCC1=CC(=NC=C1)C#N)=O ((2-cyano-pyridin-4-ylmethyl)-carbamic acid tert-butyl ester), C(C)[Mg]Br (ethylmagnesium bromide). Reagents/catalysts: CC([O-])C.[Ti+4].CC([O-])C.CC([O-])C.CC([O-])C (titanium isopropoxide). The solvent is C1CCOC1 (THF). Reaction conditions: time 16 hour. The product is C(C)(C)(C)OC(NCC1=CC(=NC=C1)C1(CC1)N)=O ([2-(1-amino-cyclopropyl)-pyridin-4-ylmethyl]-carbamic acid tert-butyl ester). RXN SMILES: [C:1]([O:5][C:6](=[O:17])[NH:7][CH2:8][C:9]1[CH:14]=[CH:13][N:12]=[C:11]([C:15]#[N:16])[CH:10]=1)([CH3:4])([CH3:3])[CH3:2].[CH2:18]([Mg]Br)[CH3:19].O>C1COCC1.CC(C)[O-].[Ti+4].CC(C)[O-].CC(C)[O-].CC(C)[O-]>[C:1]([O:5][C:6](=[O:17])[NH:7][CH2:8][C:9]1[CH:14]=[CH:13][N:12]=[C:11]([C:15]2([NH2:16])[CH2:19][CH2:18]2)[CH:10]=1)([CH3:4])([CH3:2])[CH3:3] |f:4.5.6.7.8|. Reported procedure: To a solution of (2-cyano-pyridin-4-ylmethyl)-carbamic acid tert-butyl ester (1.2 g, 5.1 mmol) in THF (100 mL) was added ethylmagnesium bromide (3 M, 3.3 mL, 10 mmol) and titanium isopropoxide (2.3 mL, 7.7 mmol). The reaction mixture was stirred at room temperature for 16 h. Water was added (5 mL) and the resulting solids filtered off. The organics were concentrated, then purified by flash chromatography on silica gel using 5-10% MeOH/CH2Cl2 to afford [2-(1-amino-cyclopropyl)-pyridin-4-ylmethyl]... Isolated yield 82.0%. Reported procedure: 50 g of 2-amino-4,6-dichloropyrimidine are suspended in 250 ml of ethanol. 45.65 g of isobutylamine are added. The reaction mixture is heated under reflux for 3 hours. It is evaporated to dryness. The oily residue is taken up in 250 ml of water. The mixture is stirred vigorously for 1 hour. The precipitate formed is filtered on sintered glass, washed with 100 ml of water and then dried under vacuum over phosphorus pentoxide. It is recrystallized from 500 ml of isopropyl ether. 50.15 g of 2-amino... Product: NC1=NC(=CC(=N1)NCC(C)C)Cl (2-amino-4-isobutylamino-6-chloropyrimidine). Run at time 1 hour. RXN SMILES: [NH2:1][C:2]1[N:7]=[C:6]([Cl:8])[CH:5]=[C:4](Cl)[N:3]=1.[CH2:10]([NH2:14])[CH:11]([CH3:13])[CH3:12]>C(O)C>[NH2:1][C:2]1[N:3]=[C:4]([NH:14][CH2:10][CH:11]([CH3:13])[CH3:12])[CH:5]=[C:6]([Cl:8])[N:7]=1. Run in C(C)O (ethanol). Starting materials: NC1=NC(=CC(=N1)Cl)Cl (2-amino-4,6-dichloropyrimidine), C(C(C)C)N (isobutylamine). The reactants are C(C)C=1C=C(C=C(C1)C1=NN=NN1C)NC(=O)NC1CCC2CNCC21 (N-[3-ethyl-5-(1-methyl-1H-tetrazol-5-yl)-phenyl]-N′-[(3aRS,4RS,6aSR)-octahydrocyclopenta[c]-pyrrol-4-yl]urea), FC1=CC=C(C=C1)CCOS(=O)(=O)C1=CC=C(C=C1)C (toluene-4-sulfonic acid 2-(4-fluorophenyl)ethyl ester), C([O-])([O-])=O.[K+].[K+] (potassium carbonate). Run in C(C)#N (acetonitrile). Reaction conditions: time 15.5 hour. Product: C(C)C=1C=C(C=C(C1)C1=NN=NN1C)NC(=O)NC1CCC2CN(CC21)CCC2=CC=C(C=C2)F (N-[3-ethyl-5-(1-methyl-1H-tetrazol-5-yl)phenyl]-N′-{(3aRS,4RS,6aSR)-2-[2-(4-fluorophenyl)-ethyl]octahydrocyclopenta[c]pyrrol-4-yl}urea). Isolated yield 75.6%. RXN SMILES: [CH2:1]([C:3]1[CH:4]=[C:5]([NH:15][C:16]([NH:18][CH:19]2[CH:26]3[CH:22]([CH2:23][NH:24][CH2:25]3)[CH2:21][CH2:20]2)=[O:17])[CH:6]=[C:7]([C:9]2[N:13]([CH3:14])[N:12]=[N:11][N:10]=2)[CH:8]=1)[CH3:2].[F:27][C:28]1[CH:33]=[CH:32][C:31]([CH2:34][CH2:35]OS(C2C=CC(C)=CC=2)(=O)=O)=[CH:30][CH:29]=1.C(=O)([O-])[O-].[K+].[K+]>C(#N)C>[CH2:1]([C:3]1[CH:4]=[C:5]([NH:15][C:16]([NH:18][CH:19]2[CH:26]3[CH:22]([CH2:23][N:24]([CH2:35][CH2:34][C:31]4[CH:32]=[CH:33][C:28]([F:27])=[CH:29][CH:30]=4)[CH2:25]3)[CH2:21][CH2:20]2)=[O:17])[CH:6]=[C:7]([C:9]2[N:13]([CH3:14])[N:12]=[N:11][N:10]=2)[CH:8]=1)[CH3:2] |f:2.3.4|. Reported procedure: A mixture of N-[3-ethyl-5-(1-methyl-1H-tetrazol-5-yl)-phenyl]-N′-[(3aRS,4RS,6aSR)-octahydrocyclopenta[c]-pyrrol-4-yl]urea (60 mg, 169 μmol), toluene-4-sulfonic acid 2-(4-fluorophenyl)ethyl ester (55 mg, 169 μmol), potassium carbonate (24 mg, 169 μmol) and acetonitrile (1 mL) was heated to reflux. After 15.5 hours, the mixture was cooled to room temperature and concentrated. The residue was purified by flash column chromatography, eluting with 2% methanol/dichloromethane containing 0.2% aqueous a... Reactants: C[Al](C)C, COC(=O)c1cnc(C2CCN(C)CC2)nc1, Cc1ccccc1, CO, COc1cc(CCc2cc(N)[nH]n2)cc(OC)c1, Cl. The product is COc1cc(CCc2cc(NC(=O)c3cnc(C4CCN(C)CC4)nc3)[nH]n2)cc(OC)c1. RXN SMILES: [CH3:1][Al:2]([CH3:3])[CH3:4].[CH3:23][N:24]1[CH2:25][CH2:26][CH:27]([c:30]2[n:31][cH:32][c:33]([C:36](=[O:37])[O:38][CH3:39])[cH:34][n:35]2)[CH2:28][CH2:29]1.[CH3:41][c:42]1[cH:43][cH:44][cH:45][cH:46][cH:47]1.[CH3:48][OH:49].[CH3:5][O:6][c:7]1[cH:8][c:9]([CH2:15][CH2:16][c:17]2[cH:18][c:19]([NH2:22])[nH:20][n:21]2)[cH:10][c:11]([O:13][CH3:14])[cH:12]1.[ClH:40]>>[CH3:5][O:6][c:7]1[cH:8][c:9]([CH2:15][CH2:16][c:17]2[cH:18][c:19]([NH:22][C:36]([c:33]3[cH:32][n:31][c:30]([CH:27]4[CH2:26][CH2:25][N:24]([CH3:23])[CH2:29][CH2:28]4)[n:35][cH:34]3)=[O:37])[nH:20][n:21]2)[cH:10][c:11]([O:13][CH3:14])[cH:12]1. Reactants: C(C1=CC=CC=C1)C1CCN(CC1)CCC(=O)C1=CC(=CC=C1)NC1=CC(=NC2=CC=CC=C12)C (3-(4-Benzylpiperidin-1-yl)-1-[3-(2-methylquinolin-4-ylamino)phenyl]propan-1-one), C1(=CC=CC=C1)C.C(CCO)O (toluene propane-1,3-diol), CC=1C=CC(=CC1)S(=O)(=O)O (p-TsOH). Solvent: CCOC(=O)C (EtOAc). Yields the product C(C1=CC=CC=C1)C1CCN(CC1)CCC1(OCCCO1)C=1C=C(C=CC1)NC1=CC(=NC2=CC=CC=C12)C ((3-{2-[2-(4-Benzylpiperidin-1-yl)ethyl][1,3]dioxan-2-yl}phenyl)(2-methylquinolin-4-yl)amine). RXN SMILES: [CH2:1]([CH:8]1[CH2:13][CH2:12][N:11]([CH2:14][CH2:15][C:16]([C:18]2[CH:23]=[CH:22][CH:21]=[C:20]([NH:24][C:25]3[C:34]4[C:29](=[CH:30][CH:31]=[CH:32][CH:33]=4)[N:28]=[C:27]([CH3:35])[CH:26]=3)[CH:19]=2)=[O:17])[CH2:10][CH2:9]1)[C:2]1[CH:7]=[CH:6][CH:5]=[CH:4][CH:3]=1.CC1C=CC(S(O)(=O)=O)=CC=1.C1(C)C=CC=CC=1.[CH2:54](O)[CH2:55][CH2:56][OH:57]>CCOC(C)=O>[CH2:1]([CH:8]1[CH2:13][CH2:12][N:11]([CH2:14][CH2:15][C:16]2([C:18]3[CH:19]=[C:20]([NH:24][C:25]4[C:34]5[C:29](=[CH:30][CH:31]=[CH:32][CH:33]=5)[N:28]=[C:27]([CH3:35])[CH:26]=4)[CH:21]=[CH:22][CH:23]=3)[O:57][CH2:56][CH2:55][CH2:54][O:17]2)[CH2:10][CH2:9]1)[C:2]1[CH:3]=[CH:4][CH:5]=[CH:6][CH:7]=1 |f:2.3|. Procedure details: To the mixture of the compound of Example 209 (0.31 g, 0.67 mmol) in toluene/propane-1,3-diol (7 ml/7 ml) was added p-TsOH (0.32 g, 1.68 mmol) at room temperature. The resulting mixture was heated under reflux in a Dean-Stark setup overnight before the reaction was diluted with EtOAc (80 ml). The mixture was washed with 1 N NaOH (2×50 ml) and brine (50 ml). The organic layer was dried over Na2SO4 and concentrated on a rotavap to dryness. The residue was purified by reverse phase HPLC to afford t... The reactants are [OH-].[Na+] (sodium hydroxide), ClC=1C=C(C=NC1OC(C)C)C1=NC(=NO1)C1=CC2=C(CCN(CC2)CCCC(=O)OCC)C=C1 (ethyl 4-[7-(5-{5-chloro-6-[(1-methylethyl)oxy]-3-pyridinyl}-1,2,4-oxadiazol-3-yl)-1,2,4,5-tetrahydro-3H-3-benzazepin-3-yl]butanoate), C(C)(=O)O (Acetic acid). Solvent: C(C)O (ethanol), C(C)O (ethanol). Conditions: temperature 50 celsius, time 1.5 hour. Yields the product ClC=1C=C(C=NC1OC(C)C)C1=NC(=NO1)C1=CC2=C(CCN(CC2)CCCC(=O)O)C=C1 (4-[7-(5-{5-Chloro-6-[(1-methylethyl)oxy]-3-pyridinyl}-1,2,4-oxadiazol-3-yl)-1,2,4,5-tetrahydro-3H-3-benzazepin-3-yl]butanoic acid). Yield: 87.6%. RXN SMILES: [Cl:1][C:2]1[CH:3]=[C:4]([C:12]2[O:16][N:15]=[C:14]([C:17]3[CH:35]=[CH:34][C:20]4[CH2:21][CH2:22][N:23]([CH2:26][CH2:27][CH2:28][C:29]([O:31]CC)=[O:30])[CH2:24][CH2:25][C:19]=4[CH:18]=3)[N:13]=2)[CH:5]=[N:6][C:7]=1[O:8][CH:9]([CH3:11])[CH3:10].[OH-].[Na+].C(O)(=O)C>C(O)C>[Cl:1][C:2]1[CH:3]=[C:4]([C:12]2[O:16][N:15]=[C:14]([C:17]3[CH:35]=[CH:34][C:20]4[CH2:21][CH2:22][N:23]([CH2:26][CH2:27][CH2:28][C:29]([OH:31])=[O:30])[CH2:24][CH2:25][C:19]=4[CH:18]=3)[N:13]=2)[CH:5]=[N:6][C:7]=1[O:8][CH:9]([CH3:10])[CH3:11] |f:1.2|. Procedure: A suspension of ethyl 4-[7-(5-{5-chloro-6-[(1-methylethyl)oxy]-3-pyridinyl}-1,2,4-oxadiazol-3-yl)-1,2,4,5-tetrahydro-3H-3-benzazepin-3-yl]butanoate (Preparation 97) (185 mg, 0.371 mmol) in ethanol (3 ml), was treated with 2M sodium hydroxide (0.556 ml, 1.11 mmol) at room temperature overnight to give a colourless precipitate. A further 1-2 mls of ethanol was added and the temperature was raised to 50° C. to complete the reaction. Acetic acid (0.07 ml, 1.22 mmol) was added to the solution and the...